From a dataset of the Open Reaction Database (ORD), a public repository of structured organic reaction records. describe an organic reaction: reactants, conditions, products, and yield The reactants are BrCC(=O)C=1C=C(SC1C)C(=S)OC (Methyl 4-(2-bromoacetyl)-5-methylthiothiophene-2-carboxylate), O(C1=CC=CC=C1)C1=CC=C(C=C1)NC(=S)N (4-phenoxyphenylthiourea). The product is Br.O(C1=CC=CC=C1)C1=CC=C(C=C1)NC=1SC=C(N1)C=1C=C(SC1C)C(=S)OC (methyl 4-(2-{[4-(phenoxy)phenyl]amino}(1,3-thiazol-4-yl))-5-methylthiothiophene-2-carboxylate hydrobromide). Yield: 90.2%. Reaction SMILES: [Br:1][CH2:2][C:3]([C:5]1[CH:6]=[C:7]([C:11]([O:13][CH3:14])=[S:12])[S:8][C:9]=1[CH3:10])=O.[O:15]([C:22]1[CH:27]=[CH:26][C:25]([NH:28][C:29]([NH2:31])=[S:30])=[CH:24][CH:23]=1)[C:16]1[CH:21]=[CH:20][CH:19]=[CH:18][CH:17]=1>>[BrH:1].[O:15]([C:22]1[CH:27]=[CH:26][C:25]([NH:28][C:29]2[S:30][CH:2]=[C:3]([C:5]3[CH:6]=[C:7]([C:11]([O:13][CH3:14])=[S:12])[S:8][C:9]=3[CH3:10])[N:31]=2)=[CH:24][CH:23]=1)[C:16]1[CH:17]=[CH:18][CH:19]=[CH:20][CH:21]=1 |f:2.3|. Procedure details: Methyl 4-(2-bromoacetyl)-5-methylthiothiophene-2-carboxylate (200 mg, 0.64 mmol) was allowed to react with 4-phenoxyphenylthiourea (158 mg) as described in Example 154, step (a) to give 300 mg (88% yield) of methyl 4-(2-{[4-(phenoxy)phenyl]amino}(1,3-thiazol-4-yl))-5-methylthiothiophene-2-carboxylate hydrobromide. Mass Spectrum (ESI) m/z calcd. for C22H18N2O3S3, 454.6 (M+H), found 455.2. Reactants: CCOC(=O)c1c(COC(C)=O)cccc1S(=O)(=O)NC(C)(C)C, O=C(O)C(F)(F)F. The product is CCOC(=O)c1c(COC(C)=O)cccc1S(N)(=O)=O. As a reaction SMILES: [C:1]([CH3:2])(=[O:3])[O:4][CH2:5][c:6]1[c:7]([C:20](=[O:21])[O:22][CH2:23][CH3:24])[c:8]([S:12](=[O:13])(=[O:14])[NH:15][C:16]([CH3:17])([CH3:18])[CH3:19])[cH:9][cH:10][cH:11]1.[OH:25][C:26]([C:27]([F:28])([F:29])[F:30])=[O:31]>>[C:1]([CH3:2])(=[O:3])[O:4][CH2:5][c:6]1[c:7]([C:20](=[O:21])[O:22][CH2:23][CH3:24])[c:8]([S:12](=[O:13])(=[O:14])[NH2:15])[cH:9][cH:10][cH:11]1.